This data is from the Open Reaction Database (ORD), a public repository of structured organic reaction records. The task is: describe an organic reaction: reactants, conditions, products, and yield Reactants: N1=CC=CC=C1 (pyridine), C(C)(=O)OC(C)=O (acetic anhydride), C(C)(C)(C)OC(=O)NC1CC2=CC=C(C=C2C1)O (2-(tert-butoxycarbonylamino)-5-hydroxyindan). The solvent is C(Cl)Cl (methylene chloride). Run at time 2 hour. Product: C(C)(=O)OC=1C=C2CC(CC2=CC1)NC(=O)OC(C)(C)C (5-acetoxy-2-(tert-butoxycarbonylamino)indan). The yield is 100.0%. RXN SMILES: [C:1]([O:5][C:6]([NH:8][CH:9]1[CH2:17][C:16]2[C:11](=[CH:12][CH:13]=[C:14]([OH:18])[CH:15]=2)[CH2:10]1)=[O:7])([CH3:4])([CH3:3])[CH3:2].N1C=CC=CC=1.[C:25](OC(=O)C)(=[O:27])[CH3:26]>C(Cl)Cl>[C:25]([O:18][C:14]1[CH:15]=[C:16]2[C:11](=[CH:12][CH:13]=1)[CH2:10][CH:9]([NH:8][C:6]([O:5][C:1]([CH3:4])([CH3:2])[CH3:3])=[O:7])[CH2:17]2)(=[O:27])[CH3:26]. Procedure: 2-(tert-butoxycarbonylamino)-5-hydroxyindan (100 mg, 0.40 mmol) synthesized in Reference Production Example 1 was dissolved in dry methylene chloride (2 ml), to which pyridine (0.19 ml, 2.3 mmol) and acetic anhydride (0.11 ml, 1.2 mmol) were added, and the mixture was stirred at room temperature for 2 hours. The reaction mixture then was concentrated under reduced pressure, to which diethylether was added. The organic layer was washed with, in the order of, an aqueous solution of saturated potas... Product: C(=O)C1=CC(=C(OCC(=O)OCC)C(=C1)[N+](=O)[O-])OC (Ethyl 4-formyl-2-methoxy-6-nitrophenoxyacetate). RXN SMILES: [N+:1]([C:4]1[C:5]([OH:14])=[C:6]([O:12][CH3:13])[CH:7]=[C:8]([CH:11]=1)[CH:9]=[O:10])([O-:3])=[O:2].C(=O)([O-])[O-].[Cs+].[Cs+].Br[CH2:22][C:23]([O:25][CH2:26][CH3:27])=[O:24]>CN(C=O)C>[CH:9]([C:8]1[CH:11]=[C:4]([N+:1]([O-:3])=[O:2])[C:5]([O:14][CH2:22][C:23]([O:25][CH2:26][CH3:27])=[O:24])=[C:6]([O:12][CH3:13])[CH:7]=1)=[O:10] |f:1.2.3|. The reactants are [N+](=O)([O-])C=1C(=C(C=C(C=O)C1)OC)O (5-nitrovanilline), C([O-])([O-])=O.[Cs+].[Cs+] (cesium carbonate), BrCC(=O)OCC (ethyl bromoacetate). Solvent: CN(C)C=O (DMF). The yield is 73.6%. Procedure details: To a solution of 5-nitrovanilline (591 mg, 3.0 mmol) in DMF (9.0 mL) was added cesium carbonate (2.00 g, 6.16 mmol), followed by ethyl bromoacetate (3.33 mL, 30 mmol). The red mixture was left under stirring at 110° C. until it became yellow, and then for further 3 minutes. After evaporation of DMF under reduced pressure, 22 mL of water were added and the mixture was extracted with dichloromethane (60 mL). The organic phase was washed with brine (15 mL), dried over magnesium sulfate and concentr... Run at temperature 110 celsius, time 3 minute. Starting materials: ClCC=1N=CSC1\C=C/SC(C1=CC=CC=C1)(C1=CC=CC=C1)C1=CC=CC=C1 (4-chloromethyl-5-((Z)-2-tritylthioethen-1-yl)thiazole), COCCO (2-methoxyethanol). Product: COCCOCC=1N=CSC1\C=C/SC(C1=CC=CC=C1)(C1=CC=CC=C1)C1=CC=CC=C1 (4-(2-Methoxyethoxy)methyl-5-((Z)-2-tritylthioethen-1-yl)thiazole). Reaction SMILES: Cl[CH2:2][C:3]1[N:4]=[CH:5][S:6][C:7]=1/[CH:8]=[CH:9]\[S:10][C:11]([C:24]1[CH:29]=[CH:28][CH:27]=[CH:26][CH:25]=1)([C:18]1[CH:23]=[CH:22][CH:21]=[CH:20][CH:19]=1)[C:12]1[CH:17]=[CH:16][CH:15]=[CH:14][CH:13]=1.[CH3:30][O:31][CH2:32][CH2:33][OH:34]>>[CH3:30][O:31][CH2:32][CH2:33][O:34][CH2:2][C:3]1[N:4]=[CH:5][S:6][C:7]=1/[CH:8]=[CH:9]\[S:10][C:11]([C:24]1[CH:29]=[CH:28][CH:27]=[CH:26][CH:25]=1)([C:18]1[CH:23]=[CH:22][CH:21]=[CH:20][CH:19]=1)[C:12]1[CH:17]=[CH:16][CH:15]=[CH:14][CH:13]=1. Procedure details: In the same manner as in step b) in Example 2, 461 mg of the title compound was prepared from 436 mg of 4-chloromethyl-5-((Z)-2-tritylthioethen-1-yl)thiazole prepared in step a) in Example 2 and 7 ml of 2-methoxyethanol. Starting materials: C1(=CC=CC=C1)[Li] (phenyllithium), C1(=CC=CC=C1)[Li] (phenyllithium), BrC1=CC=C(C=C1)C1(S(N=C(OC1(C)C)N[C@@H](C)C1=C(C=CC=C1)F)(=O)=O)C ([5-(4-bromophenyl)-5,6,6-trimethyl-4,4-dioxo-5,6-dihydro-4H-4lambda6-1,4,3-oxathiazin-2-yl]-[(S)-1-(2-fluorophenyl)ethyl]amine). Reagents/catalysts: [Cl-].[Zn+2].[Cl-] (zinc chloride), [Cl-].[Zn+2].[Cl-] (zinc chloride), C1=CC=C(C=C1)P([C-]2C=CC=C2)C3=CC=CC=C3.C1=CC=C(C=C1)P([C-]2C=CC=C2)C3=CC=CC=C3.Cl[Pd]Cl.[Fe+2] (dichloro[1,1′-bis(diphenylphosphino)ferrocene]palladium). The solvent is C1CCOC1 (THF), C(CCC)OCCCC (dibutyl ether), C1CCOC1 (THF). Conditions: time 30 minute. Yields the product C1(=CC=C(C=C1)C1(S(N=C(OC1(C)C)N[C@@H](C)C1=C(C=CC=C1)F)(=O)=O)C)C1=CC=CC=C1 ((5-Biphenyl-4-yl-5,6,6-trimethyl-4,4-dioxo-5,6-dihydro-4H-4lambda6-[1,4,3]oxathiazin-2-yl)-[(S)-1-(2-fluorophenyl)ethyl]amine). RXN SMILES: [C:1]1([Li])[CH:6]=[CH:5][CH:4]=[CH:3][CH:2]=1.Br[C:9]1[CH:14]=[CH:13][C:12]([C:15]2([CH3:35])[C:20]([CH3:22])([CH3:21])[O:19][C:18]([NH:23][C@H:24]([C:26]3[CH:31]=[CH:30][CH:29]=[CH:28][C:27]=3[F:32])[CH3:25])=[N:17][S:16]2(=[O:34])=[O:33])=[CH:11][CH:10]=1>C1COCC1.C(OCCCC)CCC.[Cl-].[Zn+2].[Cl-].C1C=CC(P(C2C=CC=CC=2)[C-]2C=CC=C2)=CC=1.C1C=CC(P(C2C=CC=CC=2)[C-]2C=CC=C2)=CC=1.Cl[Pd]Cl.[Fe+2]>[C:9]1([C:1]2[CH:6]=[CH:5][CH:4]=[CH:3][CH:2]=2)[CH:14]=[CH:13][C:12]([C:15]2([CH3:35])[C:20]([CH3:22])([CH3:21])[O:19][C:18]([NH:23][C@H:24]([C:26]3[CH:31]=[CH:30][CH:29]=[CH:28][C:27]=3[F:32])[CH3:25])=[N:17][S:16]2(=[O:34])=[O:33])=[CH:11][CH:10]=1 |f:4.5.6,7.8.9.10|. Procedure details: Under inert gas, 5.56 ml of a 0.5 N zinc chloride solution in THF were cooled to −75° C., and 1.03 ml of a 1.8 N phenyllithium solution in dibutyl ether was added dropwise. The reaction solution was allowed to come to room temperature and stirred for 30 minutes. Then this solution was added to a solution of 87 mg of [5-(4-bromophenyl)-5,6,6-trimethyl-4,4-dioxo-5,6-dihydro-4H-4lambda6-1,4,3-oxathiazin-2-yl]-[(S)-1-(2-fluorophenyl)ethyl]amine and 8 mg of dichloro[1,1′-bis(diphenylphosphino)ferroce... Starting materials: C(C)(=O)OCC (ethyl acetate), Cl.ClC=1C=C2C=CC(=NC2=CC1)N1CCNCC1 (6-chloro-2-piperazin-1-yl-quinoline hydrochloride), C1(CCCC1)OC1=C(C(=O)O)C=C(C=C1)S(=O)(=O)C (2-cyclopentyloxy-5-methanesulfonyl-benzoic acid). Solvent: C(C)#N (acetonitrile). Product: ClC=1C=C2C=CC(=NC2=CC1)N1CCN(CC1)C(=O)C1=C(C=CC(=C1)S(=O)(=O)C)OC1CCCC1 ([4-(6-Chloro-quinolin-2-yl)-piperazin-1-yl]-(2-cyclopentyloxy-5-methanesulfonyl -phenyl)-methanone). RXN SMILES: Cl.[Cl:2][C:3]1[CH:4]=[C:5]2[C:10](=[CH:11][CH:12]=1)[N:9]=[C:8]([N:13]1[CH2:18][CH2:17][NH:16][CH2:15][CH2:14]1)[CH:7]=[CH:6]2.[CH:19]1([O:24][C:25]2[CH:33]=[CH:32][C:31]([S:34]([CH3:37])(=[O:36])=[O:35])=[CH:30][C:26]=2[C:27](O)=[O:28])[CH2:23][CH2:22][CH2:21][CH2:20]1.C(OCC)(=O)C>C(#N)C>[Cl:2][C:3]1[CH:4]=[C:5]2[C:10](=[CH:11][CH:12]=1)[N:9]=[C:8]([N:13]1[CH2:14][CH2:15][N:16]([C:27]([C:26]3[CH:30]=[C:31]([S:34]([CH3:37])(=[O:36])=[O:35])[CH:32]=[CH:33][C:25]=3[O:24][CH:19]3[CH2:23][CH2:22][CH2:21][CH2:20]3)=[O:28])[CH2:17][CH2:18]1)[CH:7]=[CH:6]2 |f:0.1|. Procedure details: Prepared in analogy to example 1.1(b) from 6-chloro-2-piperazin-1-yl-quinoline hydrochloride and 2-cyclopentyloxy-5-methanesulfonyl-benzoic acid (example 2.3) in acetonitrile. Chromatography (SiO2; ethyl acetate) yields the title compound as a colorless solid.